This data is from the Open Reaction Database (ORD), a public repository of structured organic reaction records. The task is: describe an organic reaction: reactants, conditions, products, and yield Reactants: N1=C(C=CC=C1)C1=NC=C(C(=N1)C)C(=O)O (2-(2-pyridyl)-4-methyl-pyrimidine-5-carboxylic acid), C(C)C1=CN(C2=CC=C(C=C12)OC(F)(F)F)N (3-ethyl-5-trifluoromethoxy-indol-1-ylamine), C[N+]1(CCOCC1)C2=NC(=NC(=N2)OC)OC.[Cl-] (DMTMM). The solvent is C(=O)([O-])[O-].[Na+].[Na+] (Na2CO3), CN(C)C=O (DMF). Reaction conditions: temperature 50 celsius, time 1 hour. The product is C(C)C1=CN(C2=CC=C(C=C12)OC(F)(F)F)NC(=O)C=1C(=NC(=NC1)C1=NC=CC=C1)C (4-methyl-2-pyridin-2-yl-pyrimidine-5-carboxylic acid (3-ethyl-5-trifluoromethoxy-indol-1-yl)-amide). The yield is 68.0%. Reaction SMILES: [N:1]1[CH:6]=[CH:5][CH:4]=[CH:3][C:2]=1[C:7]1[N:12]=[C:11]([CH3:13])[C:10]([C:14]([OH:16])=O)=[CH:9][N:8]=1.[CH2:17]([C:19]1[C:27]2[C:22](=[CH:23][CH:24]=[C:25]([O:28][C:29]([F:32])([F:31])[F:30])[CH:26]=2)[N:21]([NH2:33])[CH:20]=1)[CH3:18].C[N+]1(C2N=C(OC)N=C(OC)N=2)CCOCC1.[Cl-]>CN(C=O)C.C([O-])([O-])=O.[Na+].[Na+]>[CH2:17]([C:19]1[C:27]2[C:22](=[CH:23][CH:24]=[C:25]([O:28][C:29]([F:30])([F:32])[F:31])[CH:26]=2)[N:21]([NH:33][C:14]([C:10]2[C:11]([CH3:13])=[N:12][C:7]([C:2]3[CH:3]=[CH:4][CH:5]=[CH:6][N:1]=3)=[N:8][CH:9]=2)=[O:16])[CH:20]=1)[CH3:18] |f:2.3,5.6.7|. Procedure: A solution of 2-(2-pyridyl)-4-methyl-pyrimidine-5-carboxylic acid (250 mg, 1.1 mmol) and 3-ethyl-5-trifluoromethoxy-indol-1-ylamine (244 mg, 1.0 mmol) in DMF (5 mL) is stirred at 50° C. for 1 h. The mixture is treated with DMTMM (276 mg, 1.0 mmol) and stirred at 50° C. for 1 h. The mixture is diluted with saturated aqueous Na2CO3 (5 mL) and stirred for 10 min. The precipitate is collected by filtration, washed with H2O (50 mL) and heptane (50 mL), and dried in vacuo to afford 4-methyl-2-pyridin-... Starting materials: BrC=1C=C(C=C(C1)OCC1=CC=C(C=C1)OC)C1=C2C=CN(C2=CC=C1)[Si](C(C)C)(C(C)C)C(C)C (4-[3-bromo-5-(4-methoxy-benzyloxy)-phenyl]-1-triisopropylsilanyl-1H-indole), CN(C1=NC=CC=C1N)C (dimethyl-(3-amino-pyridin-2-yl)-amine). Product: CN(C1=NC=CC=C1NC=1C=C(C=C(C1)C1=C2C=CNC2=CC=C1)O)C (3-(2-dimethylamino-pyridin-3-ylamino)-5-(1H-indol-4-yl)-phenol). RXN SMILES: Br[C:2]1[CH:3]=[C:4]([C:18]2[CH:26]=[CH:25][CH:24]=[C:23]3[C:19]=2[CH:20]=[CH:21][N:22]3[Si](C(C)C)(C(C)C)C(C)C)[CH:5]=[C:6]([O:8]CC2C=CC(OC)=CC=2)[CH:7]=1.[CH3:37][N:38]([CH3:46])[C:39]1[C:44]([NH2:45])=[CH:43][CH:42]=[CH:41][N:40]=1>>[CH3:37][N:38]([CH3:46])[C:39]1[C:44]([NH:45][C:2]2[CH:7]=[C:6]([OH:8])[CH:5]=[C:4]([C:18]3[CH:26]=[CH:25][CH:24]=[C:23]4[C:19]=3[CH:20]=[CH:21][NH:22]4)[CH:3]=2)=[CH:43][CH:42]=[CH:41][N:40]=1. Procedure details: Dimethyl-(3-nitro-pyridin-2-yl)-amine was obtained as a byproduct from the reaction of 2-chloro-3-nitro-pyridine with pent-4-en-1-ol (2 eq.) and sodium hydride (3 eq.) in DMF at 100° C. overnight. To this compound (0.122 g) in a mixture of ethyl acetate/methanol (5 mL, 1:1) was added 10% Pd on carbon (24 mg). The reaction mixture was hydrogenated at 50 psi hydrogen overnight. After filtration and removal of the solvents, dimethyl-(3-amino-pyridin-2-yl)-amine (0.100 g, 100%) was obtained. 4-[3-br... The reactants are C1CCOC1, [Cl-], [Li]CCCC, [NH4+], CN(C)C=O, O, c1ccc(C(c2ccccc2)(c2ccccc2)n2ccnc2)cc1. Yields the product O=Cc1nccn1C(c1ccccc1)(c1ccccc1)c1ccccc1. Reaction SMILES: [CH2:37]1[O:38][CH2:39][CH2:40][CH2:41]1.[Cl-:35].[Li:25][CH2:26][CH2:27][CH2:28][CH3:29].[NH4+:36].[O:30]=[CH:31][N:32]([CH3:33])[CH3:34].[OH2:42].[c:1]1([C:7]([n:8]2[cH:9][n:10][cH:11][cH:12]2)([c:13]2[cH:14][cH:15][cH:16][cH:17][cH:18]2)[c:19]2[cH:20][cH:21][cH:22][cH:23][cH:24]2)[cH:2][cH:3][cH:4][cH:5][cH:6]1>>[c:1]1([C:7]([n:8]2[c:9]([CH:31]=[O:30])[n:10][cH:11][cH:12]2)([c:13]2[cH:14][cH:15][cH:16][cH:17][cH:18]2)[c:19]2[cH:20][cH:21][cH:22][cH:23][cH:24]2)[cH:2][cH:3][cH:4][cH:5][cH:6]1.